This data is from the Open Reaction Database (ORD), a public repository of structured organic reaction records. The task is: describe an organic reaction: reactants, conditions, products, and yield Run in C(Cl)Cl.CO (CH2Cl2 MeOH). Procedure: The title compound is prepared analogously as described for cyclopropyl-(tetrahydro-pyran-2-ylmethyl)-carbamoyl chloride starting from commercially available cyclopropyl-(tetrahydro-pyran-4-yl)-amine. TLC, Rf (CH2Cl2/MeOH 95:5)=0.9. The product is C1(CC1)N(C(=O)Cl)C1CCOCC1 (Cyclopropyl-(tetrahydro-pyran-4-yl)-carbamoyl chloride). Reaction SMILES: [CH:1]1([N:4]([CH2:8][CH:9]2[CH2:14]CCCO2)[C:5]([Cl:7])=[O:6])[CH2:3][CH2:2]1.C1(NC2CC[O:22][CH2:21][CH2:20]2)CC1>C(Cl)Cl.CO>[CH:1]1([N:4]([CH:8]2[CH2:9][CH2:14][O:22][CH2:21][CH2:20]2)[C:5]([Cl:7])=[O:6])[CH2:2][CH2:3]1 |f:2.3|. The reactants are C1(CC1)N(C(=O)Cl)CC1OCCCC1 (cyclopropyl-(tetrahydro-pyran-2-ylmethyl)-carbamoyl chloride), C1(CC1)NC1CCOCC1 (cyclopropyl-(tetrahydro-pyran-4-yl)-amine). The reactants are CC(=O)O, CCOC(C)=O, O=[N+]([O-])c1cc(Cl)c2sccc2c1, [Fe]. The product is Nc1cc(Cl)c2sccc2c1. Reaction SMILES: [CH3:14][C:15](=[O:16])[OH:17].[CH3:18][CH2:19][O:20][C:21](=[O:22])[CH3:23].[Cl:1][c:2]1[cH:3][c:4]([N+:11]([O-:12])=[O:13])[cH:5][c:6]2[c:7]1[s:8][cH:9][cH:10]2.[Fe:24]>>[Cl:1][c:2]1[cH:3][c:4]([NH2:11])[cH:5][c:6]2[c:7]1[s:8][cH:9][cH:10]2. Reactants: CC1(C(C2=CC=CC=C2C1)=C1CCNCC1)C (4-(2,2-dimethyl-indane-1-ylidene)-piperidine), C(COCCOCCO)O.C(C(CCl)O)O (triethyleneglycol monochlorhydrin), C([O-])([O-])=O.[Na+].[Na+] (sodium carbonate). Run in CC(=O)CC(C)C (methylisobutylketone). Conditions: time 12 hour. The product is CC1(C(C2=CC=CC=C2C1)=C1CCN(CC1)CCOCCOCCO)C (2-{2-{2-[4-(2,2,-dimethyl-indane-1-ylidene)piperidine-yl]ethoxy}ethoxy}ethanol). RXN SMILES: [CH3:1][C:2]1([CH3:17])[CH2:10][C:9]2[C:4](=[CH:5][CH:6]=[CH:7][CH:8]=2)[C:3]1=[C:11]1[CH2:16][CH2:15][NH:14][CH2:13][CH2:12]1.[CH2:18](O)[CH2:19][O:20][CH2:21][CH2:22][O:23][CH2:24][CH2:25][OH:26].C(O)C(O)CCl.C(=O)([O-])[O-].[Na+].[Na+]>CC(CC(C)C)=O>[CH3:1][C:2]1([CH3:17])[CH2:10][C:9]2[C:4](=[CH:5][CH:6]=[CH:7][CH:8]=2)[C:3]1=[C:11]1[CH2:16][CH2:15][N:14]([CH2:18][CH2:19][O:20][CH2:21][CH2:22][O:23][CH2:24][CH2:25][OH:26])[CH2:13][CH2:12]1 |f:1.2,3.4.5|. Reported procedure: 2.5 g 4-(2,2-dimethyl-indane-1-ylidene)-piperidine, 1.95 g triethyleneglycol-monochlorhydrin and 2 g sodium carbonate in 50 ml methylisobutylketone are refluxed with stirring for 12 hours. After cooling, the reaction mixture is filtered and the filtrate evaporated. The residue is dissolved in ether, the solution washed two times with a little cold water, dried over sodium sulfate, filtered and evaporated, to give the title compound as a viscous oil. The neutral oxalate melts at 82°-85°. The reactants are OC1=C(C#N)C(=CC(=N1)C(F)(F)F)C (2-hydroxy-4-methyl-6-(trifluoromethyl)nicotinonitrile), [H-].[Al+3].[Li+].[H-].[H-].[H-] (lithium aluminum hydride). Run in O1CCCC1 (tetrahydrofuran). Run at time 24 hour. Product: NCC=1C(=NC(=CC1C)C(F)(F)F)O (3-(aminomethyl)-4-methyl-6-(trifluoromethyl)pyridin-2-ol). Isolated yield 77.6%. Reaction SMILES: [OH:1][C:2]1[N:9]=[C:8]([C:10]([F:13])([F:12])[F:11])[CH:7]=[C:6]([CH3:14])[C:3]=1[C:4]#[N:5].[H-].[Al+3].[Li+].[H-].[H-].[H-]>O1CCCC1>[NH2:5][CH2:4][C:3]1[C:2]([OH:1])=[N:9][C:8]([C:10]([F:11])([F:12])[F:13])=[CH:7][C:6]=1[CH3:14] |f:1.2.3.4.5.6|. Reported procedure: To a solution of 2-hydroxy-4-methyl-6-(trifluoromethyl)nicotinonitrile (1 g, 5 mmol) in tetrahydrofuran (100 mL) was added lithium aluminum hydride (0.3 g, 7.9 mmol). The mixture was stirred at room temperature for 24 hours. The mixture was filtered, acidified and concentrated. To the residue, water (50 mL) was added and then extracted with dichloromethane (2*50 mL). The combined organic phase was separated, dried over sodium sulfate, filtered and concentrated. The residue was purified by column... Starting materials: CCOC(=O)c1c(-c2cccc(Cl)c2)csc1N1C(=O)c2ccccc2C1=O, CO, Cl, [Na+], [OH-], O. The product is O=C(O)c1c(-c2cccc(Cl)c2)csc1N1C(=O)c2ccccc2C1=O. As a reaction SMILES: [CH2:5]([CH3:6])[O:7][C:8](=[O:9])[c:10]1[c:11]([N:22]2[C:23](=[O:32])[c:24]3[cH:25][cH:26][cH:27][cH:28][c:29]3[C:30]2=[O:31])[s:12][cH:13][c:14]1-[c:15]1[cH:16][c:17]([Cl:21])[cH:18][cH:19][cH:20]1.[CH3:3][OH:4].[ClH:33].[Na+:2].[OH-:1].[OH2:34]>>[O:7]=[C:8]([OH:9])[c:10]1[c:11]([N:22]2[C:23](=[O:32])[c:24]3[cH:25][cH:26][cH:27][cH:28][c:29]3[C:30]2=[O:31])[s:12][cH:13][c:14]1-[c:15]1[cH:16][c:17]([Cl:21])[cH:18][cH:19][cH:20]1.